This data is from the Open Reaction Database (ORD), a public repository of structured organic reaction records. The task is: describe an organic reaction: reactants, conditions, products, and yield The reactants are NC1(C(NC2=CC=C(C(=C12)Cl)Cl)=O)C1=CC=CC=C1 (3-amino-4,5-dichloro-1,3-dihydro-3-phenylindol-2-one), C(C)N(C(NC1=CC=C(C=C1)S(=O)(=O)Cl)=O)CC (4-(N',N'-diethylureido)benzenesulfonyl chloride). The solvent is C(Cl)Cl.CCOC(=O)C (DCM AcOEt). Yields the product NC1(C(N(C2=CC=C(C(=C12)Cl)Cl)S(=O)(=O)C1=CC=C(C=C1)NC(=O)N(CC)CC)=O)C1=CC=CC=C1 (3-Amino-4,5-dichloro-1-[4-(N',N'-diethylureido)benzenesulfonyl]-1,3-dihydro-3-phenylindol-2-one). As a reaction SMILES: [NH2:1][C:2]1([C:14]2[CH:19]=[CH:18][CH:17]=[CH:16][CH:15]=2)[C:10]2[C:5](=[CH:6][CH:7]=[C:8]([Cl:12])[C:9]=2[Cl:11])[NH:4][C:3]1=[O:13].[CH2:20]([N:22]([CH2:36][CH3:37])[C:23](=[O:35])[NH:24][C:25]1[CH:30]=[CH:29][C:28]([S:31](Cl)(=[O:33])=[O:32])=[CH:27][CH:26]=1)[CH3:21]>C(Cl)Cl.CCOC(C)=O>[NH2:1][C:2]1([C:14]2[CH:19]=[CH:18][CH:17]=[CH:16][CH:15]=2)[C:10]2[C:5](=[CH:6][CH:7]=[C:8]([Cl:12])[C:9]=2[Cl:11])[N:4]([S:31]([C:28]2[CH:27]=[CH:26][C:25]([NH:24][C:23]([N:22]([CH2:36][CH3:37])[CH2:20][CH3:21])=[O:35])=[CH:30][CH:29]=2)(=[O:33])=[O:32])[C:3]1=[O:13] |f:2.3|. Procedure details: This compound is prepared according to the procedure described in EXAMPLE 1 from 0.4 g of 3-amino-4,5-dichloro-1,3-dihydro-3-phenylindol-2-one and 0.4 g of 4-(N',N'-diethylureido)benzenesulfonyl chloride. Chromatography on silica using a DCM/AcOEt mixture (85/15; v/v) as the eluent gives the expected product after crystallization from a DCM/iso ether mixture. m=0.46 g. M.p.=161°-163° C. Starting materials: CO, ClC(Cl)Cl, CCCCCCCCNC(=O)N1CCC(Nc2ccc(CCN)cc2)CC1, CC(=O)Nc1cccc(OCC2CO2)c1. Product: CCCCCCCCNC(=O)N1CCC(Nc2ccc(CCNCC(O)COc3cccc(NC(C)=O)c3)cc2)CC1. As a reaction SMILES: [CH3:43][OH:44].[CH:45]([Cl:46])([Cl:47])[Cl:48].[NH2:1][CH2:2][CH2:3][c:4]1[cH:5][cH:6][c:7]([NH:8][CH:9]2[CH2:10][CH2:11][N:12]([C:15](=[O:16])[NH:17][CH2:18][CH2:19][CH2:20][CH2:21][CH2:22][CH2:23][CH2:24][CH3:25])[CH2:13][CH2:14]2)[cH:26][cH:27]1.[O:28]1[CH:29]([CH2:31][O:32][c:33]2[cH:34][c:35]([NH:39][C:40]([CH3:41])=[O:42])[cH:36][cH:37][cH:38]2)[CH2:30]1>>[NH:1]([CH2:2][CH2:3][c:4]1[cH:5][cH:6][c:7]([NH:8][CH:9]2[CH2:10][CH2:11][N:12]([C:15](=[O:16])[NH:17][CH2:18][CH2:19][CH2:20][CH2:21][CH2:22][CH2:23][CH2:24][CH3:25])[CH2:13][CH2:14]2)[cH:26][cH:27]1)[CH2:30][CH:29]([OH:28])[CH2:31][O:32][c:33]1[cH:34][c:35]([NH:39][C:40]([CH3:41])=[O:42])[cH:36][cH:37][cH:38]1. The reactants are [OH-].[Na+] (sodium hydroxide), N (ammonia), Cl (hydrogen chloride), ClC=1C=C(C=CC1Cl)N1CC2CCCC(C1)N2C (3-(3,4-dichloro-phenyl)-9-methyl-3,9-diaza-bicyclo[3.3.1]nonane), ClC(COC(=O)Cl)(Cl)Cl (2,2,2-trichloroethylchloroformate). The reagents and catalysts are [Zn] (zinc). Run in O (Water), CO (methanol), ClCCl (dichloromethane), O (water), C(C)(=O)O (Acetic acid), C1(=CC=CC=C1)C (toluene), C(C)OCC (diethylether). Product: Cl.ClC=1C=C(C=CC1Cl)N1CC2CCCC(C1)N2 (3-(3,4-Dichloro-phenyl)-3,9-diaza-bicyclo[3.3.1]nonane Hydrochloric Acid Salt). RXN SMILES: [Cl:1][C:2]1[CH:3]=[C:4]([N:9]2[CH2:16][CH:15]3[N:17](C)[CH:11]([CH2:12][CH2:13][CH2:14]3)[CH2:10]2)[CH:5]=[CH:6][C:7]=1[Cl:8].ClC(Cl)(Cl)COC(Cl)=O.[OH-].[Na+].N.Cl>C(OCC)C.[Zn].CO.ClCCl.O.C(O)(=O)C.C1(C)C=CC=CC=1>[ClH:1].[Cl:1][C:2]1[CH:3]=[C:4]([N:9]2[CH2:16][CH:15]3[NH:17][CH:11]([CH2:12][CH2:13][CH2:14]3)[CH2:10]2)[CH:5]=[CH:6][C:7]=1[Cl:8] |f:2.3,13.14|. Procedure details: A mixture of 3-(3,4-dichloro-phenyl)-9-methyl-3,9-diaza-bicyclo[3.3.1]nonane (0.50 g, 1.75 mmol), 2,2,2-trichloroethylchloroformate (1.11 g, 5.26 mmol) and toluene (30 ml) was stirred at reflux for 15 h. Water (30 ml) was added and the phases were separated. The organic phase was evaporated. Acetic acid (10 ml) and water (10 ml) and zinc powder (0.57 g, 8.8 mmol) was added. The mixture was stirred for 15 h. Aqueous sodium hydroxide (20 ml, 1 M) was added followed by extraction with dichlorometha... The reactants are O (water), O=CCN1C(C=2C(C1=O)=CC=CC2)=O (N-(2-oxoethyl)phthalimide), C([O-])([O-])=O.[Na+].[Na+] (sodium carbonate), Cl.CON (O-methylhydroxylamine hydrochloride). Run in C(C)O (ethanol). Run at time 3 day. The product is CON=CCN1C(C=2C(C1=O)=CC=CC2)=O (N-[2-(N-methoxyimino)ethyl]phthalimide). Isolated yield 45.1%. As a reaction SMILES: O=[CH:2][CH2:3][N:4]1[C:8](=[O:9])[C:7]2=[CH:10][CH:11]=[CH:12][CH:13]=[C:6]2[C:5]1=[O:14].Cl.[CH3:16][O:17][NH2:18].C(=O)([O-])[O-].[Na+].[Na+].O>C(O)C>[CH3:16][O:17][N:18]=[CH:2][CH2:3][N:4]1[C:8](=[O:9])[C:7]2=[CH:10][CH:11]=[CH:12][CH:13]=[C:6]2[C:5]1=[O:14] |f:1.2,3.4.5|. Reported procedure: 0.560 g (2.96 mmol) of N-(2-oxoethyl)phthalimide was dissolved in 20 ml of ethanol and to the solution was added 0.330 g (3.95 mmol) of O-methylhydroxylamine hydrochloride. To this suspension was added 10 ml of 0.35M aqueous sodium carbonate solution, followed by being stirred at room temperature for 3 days. The reaction mixture was poured into 100 ml of water and extracted with chloroform (20 ml×3), and the combined organic layer was dried over magnesium sulfate. Chloroform was distilled off an... The reactants are CN(C)c1cccc2c(S(=O)(=O)Cl)cccc12, CCOC(=O)Cc1csc(N)n1. The product is CCOC(=O)Cc1csc(NS(=O)(=O)c2cccc3c(N(C)C)cccc23)n1. As a reaction SMILES: [CH3:13][N:14]([CH3:15])[c:16]1[cH:17][cH:18][cH:19][c:20]2[c:21]([S:26]([Cl:27])(=[O:28])=[O:29])[cH:22][cH:23][cH:24][c:25]12.[NH2:1][c:2]1[s:3][cH:4][c:5]([CH2:7][C:8](=[O:9])[O:10][CH2:11][CH3:12])[n:6]1>>[NH:1]([c:2]1[s:3][cH:4][c:5]([CH2:7][C:8](=[O:9])[O:10][CH2:11][CH3:12])[n:6]1)[S:26]([c:21]1[c:20]2[cH:19][cH:18][cH:17][c:16]([N:14]([CH3:13])[CH3:15])[c:25]2[cH:24][cH:23][cH:22]1)(=[O:28])=[O:29]. The reactants are C(CC=CCC)O (Hex-3-en-1-ol), C(\C=C\C)(=O)O (crotonic acid), 2-L. Reagents/catalysts: CC=1C=CC(=CC1)S(=O)(=O)O (PTSA). Solvent: C1(=CC=CC=C1)C (toluene). Run at temperature 125 celsius. Yields the product C(CC=CCC)OC(C=CC)=O (but-2-enoic acid hex-3-enyl ester). Yield: 82.2%. Reaction SMILES: [CH2:1]([OH:7])[CH2:2][CH:3]=[CH:4][CH2:5][CH3:6].[C:8](O)(=[O:12])/[CH:9]=[CH:10]/[CH3:11]>CC1C=CC(S(O)(=O)=O)=CC=1.C1(C)C=CC=CC=1>[CH2:1]([O:7][C:8](=[O:12])[CH:9]=[CH:10][CH3:11])[CH2:2][CH:3]=[CH:4][CH2:5][CH3:6]. Procedure: Hex-3-en-1-ol (179 g), crotonic acid (181 g), PTSA (7.2 g), and toluene (250 mL) were charged into a 2-L reaction flask fitted with a mechanical stirrer, a thermocouple, a Dean-Stark trap, and a condenser. The reaction mixture was heated to reflux at about 120-130° C. Water was removed azeotropically. The reaction was aged at reflux for about 4-5 hours until no more water evolved. The reaction mixture was cooled to room temperature and quenched with water (400 mL). The organic layer was separate...